This data is from the Open Reaction Database (ORD), a public repository of structured organic reaction records. The task is: describe an organic reaction: reactants, conditions, products, and yield The reactants are CCOC(=O)C(=O)c1cc(Cl)c(C2CCCCC2)c(Br)c1, CN(C)C=O, [Cu], FC(F)(F)I. The product is CCOC(=O)C(=O)c1cc(Cl)c(C2CCCCC2)c(C(F)(F)F)c1. As a reaction SMILES: [Br:1][c:2]1[cH:3][c:4]([C:15]([C:16](=[O:17])[O:18][CH2:19][CH3:20])=[O:21])[cH:5][c:6]([Cl:14])[c:7]1[CH:8]1[CH2:9][CH2:10][CH2:11][CH2:12][CH2:13]1.[CH3:28][N:29]([CH3:30])[CH:31]=[O:32].[Cu:27].[F:22][C:23]([F:24])([F:25])[I:26]>>[c:2]1([C:23]([F:22])([F:24])[F:25])[cH:3][c:4]([C:15]([C:16](=[O:17])[O:18][CH2:19][CH3:20])=[O:21])[cH:5][c:6]([Cl:14])[c:7]1[CH:8]1[CH2:9][CH2:10][CH2:11][CH2:12][CH2:13]1. Starting materials: resultant mixture, C1(CC1)C1=C([O-])C(=CC=C1)C.[Na+] (sodium 2-cyclopropyl-6-methylphenoxide), CS(=O)C (dimethyl sulfoxide), C1(CC1)C1=C(C(=CC=C1)C)O (2-cyclopropyl-6-methylphenol), OC1=C(N=NC(=C1)Cl)Cl (4-hydroxy-3,6-dichloropyridazine). The solvent is C1CCCCC1 (cyclohexane), O (water). Reaction conditions: time 30 minute. Product: ClC1=CC(=C(N=N1)OC1=C(C=CC=C1C)C1CC1)O (6-chloro-3-(2-cyclopropyl-6-methylphenoxy)-4-pyridazinol). The yield is 88.0%. As a reaction SMILES: [CH:1]1([C:4]2[CH:10]=[CH:9][CH:8]=[C:7]([CH3:11])[C:5]=2[O-:6])[CH2:3][CH2:2]1.[Na+].CS(C)=O.[OH:17][C:18]1[CH:23]=[C:22]([Cl:24])[N:21]=[N:20][C:19]=1Cl.C1(C2C=CC=C(C)C=2O)CC1>C1CCCCC1.O>[Cl:24][C:22]1[N:21]=[N:20][C:19]([O:6][C:5]2[C:7]([CH3:11])=[CH:8][CH:9]=[CH:10][C:4]=2[CH:1]2[CH2:3][CH2:2]2)=[C:18]([OH:17])[CH:23]=1 |f:0.1|. Procedure: To a mixture of 29.8 g (purity: 93.6%; 163 mmol) of sodium 2-cyclopropyl-6-methylphenoxide and 5 g of dimethyl sulfoxide was added 10.0 g (purity: 90%; 54.6 mmol) of 4-hydroxy-3,6-dichloropyridazine at room temperature. Then, the resultant mixture was heated from room temperature to 140° C. to effect a reaction for 28 hours. After completion of the reaction, the reaction mixture was cooled to room temperature, and 300 g of pure water and 200 g of cyclohexane were added to the cooled mixture, and... The yield is 45.0%. The product is FC1=C(NC2=C(C(=O)NOCCO)C=CC(=C2F)F)C=CC(=C1)C(=O)NC (2-{2-fluoro-4-[(methylamino)carbonyl]anilino}-3,4-difluoro-N-(2-hydroxyethoxy)benzamide). RXN SMILES: [F:1][C:2]1[C:3]([NH:12][C:13]2[CH:18]=[CH:17][C:16]([C:19]([NH:21][CH3:22])=[O:20])=[CH:15][C:14]=2[F:23])=[C:4]([CH:8]=[CH:9][C:10]=1[F:11])[C:5]([OH:7])=O.[NH2:24][O:25][CH2:26][CH2:27][OH:28].C[N+]1(C2N=C(OC)N=C(OC)N=2)CCOCC1.[Cl-]>>[F:23][C:14]1[CH:15]=[C:16]([C:19]([NH:21][CH3:22])=[O:20])[CH:17]=[CH:18][C:13]=1[NH:12][C:3]1[C:2]([F:1])=[C:10]([F:11])[CH:9]=[CH:8][C:4]=1[C:5]([NH:24][O:25][CH2:26][CH2:27][OH:28])=[O:7] |f:2.3|. Starting materials: FC=1C(=C(C(=O)O)C=CC1F)NC1=C(C=C(C=C1)C(=O)NC)F (3,4-difluoro-2-{2-fluoro-4-[(methylamino)carbonyl]anilino}benzoic acid), NOCCO (2-(aminooxy)ethanol), C[N+]1(CCOCC1)C2=NC(=NC(=N2)OC)OC.[Cl-] (DMT-MM). Reported procedure: The title compound was prepared from reaction of 3,4-difluoro-2-{2-fluoro-4-[(methylamino)carbonyl]anilino}benzoic acid with 2-(aminooxy)ethanol and DMT-MM by the general procedure of Example 3, Step B, then purified by column chromatography on silica gel (10% MeOH/CH2Cl2 as eluant) to give 2-{2-fluoro-4-[(methylamino)carbonyl]anilino}-3,4-difluoro-N-(2-hydroxyethoxy)benzamide as a crystalline cream solid (45%); m.p. (acetone) 197-200° C. 1H NMR [400 MHz, (CD3)2SO] δ 11.84 (br s, 1 H), 8.86 (br ... The solvent is CN(C=O)C (N,N-dimethylformamide). Yields the product BrC=1C=NC(N(C1)CCO[Si](C)(C)C(C)(C)C)=O (5-Bromo-1-(2-(tert-butyldimethylsilyloxy)ethyl)pyrimidin-2(1H)-one). Reaction SMILES: [Br:1][C:2]1[CH:3]=[N:4][C:5](=[O:8])[NH:6][CH:7]=1.Br[CH2:10][CH2:11][O:12][Si:13]([C:16]([CH3:19])([CH3:18])[CH3:17])([CH3:15])[CH3:14].C(=O)([O-])[O-].[Cs+].[Cs+].C([O-])(O)=O.[Na+]>CN(C)C=O>[Br:1][C:2]1[CH:3]=[N:4][C:5](=[O:8])[N:6]([CH2:10][CH2:11][O:12][Si:13]([C:16]([CH3:19])([CH3:18])[CH3:17])([CH3:15])[CH3:14])[CH:7]=1 |f:2.3.4,5.6|. Reactants: BrC=1C=NC(NC1)=O (5-bromo-2-pyrimidinone), BrCCO[Si](C)(C)C(C)(C)C ((2-bromoethoxy)(tert-butyl)dimethylsilane), C([O-])([O-])=O.[Cs+].[Cs+] (cesium carbonate), C(=O)(O)[O-].[Na+] (NaHCO3). Procedure: To a solution of 5-bromo-2-pyrimidinone (5.3 g, 30 mmol) in N,N-dimethylformamide (50 mL) was added (2-bromoethoxy)(tert-butyl)dimethylsilane (8.5 mL, 39 mmol) and cesium carbonate (12 g, 36 mmol). The mixture was stirred at 25° C. for 3 days, then poured into aq. NaHCO3 (500 mL) and extracted with 50% EtOAc/hexane (3×200 mL). The combined extracts were washed with H2O (3×200 mL) and brine (200 mL) and then dried (Na2SO4) and concentrated to afford a brown solid. Recrystallization from EtOAc/hex... Conditions: temperature 25 celsius, time 3 day. The yield is 60.0%. The reactants are CC1=CC2=C(N=CNC2=O)S1 (6-methyl thieno[2,3-d]pyrimidin-4(3H)-one), [H-].[Na+] (NaH), BrCCCCBr (1,4-dibromobutane). The solvent is CN(C)C=O (DMF). Conditions: time 4 day. Yields the product BrCCCCN1CNC(C2=C1SC(=C2)C)=O (N-(4-Bromobutyl)-6-Methyl-Thieno[2,3-d]pyrimidin-4(3H)-one). RXN SMILES: [H-].[Na+].[CH3:3][C:4]1[S:13][C:7]2[N:8]=[CH:9][NH:10][C:11](=[O:12])[C:6]=2[CH:5]=1.[Br:14][CH2:15][CH2:16][CH2:17][CH2:18]Br>CN(C=O)C>[Br:14][CH2:15][CH2:16][CH2:17][CH2:18][N:8]1[C:7]2[S:13][C:4]([CH3:3])=[CH:5][C:6]=2[C:11](=[O:12])[NH:10][CH2:9]1 |f:0.1|. Procedure: To a stirring mixture of NaH (1.7 g, 0.072 mol) in 150 ml anhydrous DMF at room temperature was added 4.0 g (0.024 mol) of 6-methyl thieno[2,3-d]pyrimidin-4(3H)-one (IV-3) and, after the cessation of gas evolution, 20.7 g (0.96 mol) of 1,4-dibromobutane was added. Reaction was complete after 4 days. The solution was concentrated in vacuo, the residue partitioned between CH2Cl2 and water, and the organic phase isolated, dried (MgSO4), and filtered. The filtrate was concentrated and excess dibromo... Starting materials: [Al+3], Cn1c(-c2cccc(N3CCN(C(=O)C4COCCN4C(=O)OC(C)(C)C)CC3)c2)nc2ccccc21, C1CCOC1, [H-], [H-], [H-], [H-], [Li+]. The product is Cn1c(-c2cccc(N3CCN(CC4COCCN4C(=O)OC(C)(C)C)CC3)c2)nc2ccccc21. Reaction SMILES: [Al+3:39].[C:1]([CH3:2])([CH3:3])([CH3:4])[O:5][C:6](=[O:7])[N:8]1[CH:9]([C:14](=[O:15])[N:16]2[CH2:17][CH2:18][N:19]([c:22]3[cH:23][c:24](-[c:28]4[n:29][c:30]5[c:31]([n:32]4[CH3:33])[cH:34][cH:35][cH:36][cH:37]5)[cH:25][cH:26][cH:27]3)[CH2:20][CH2:21]2)[CH2:10][O:11][CH2:12][CH2:13]1.[CH2:44]1[O:45][CH2:46][CH2:47][CH2:48]1.[H-:38].[H-:41].[H-:42].[H-:43].[Li+:40]>>[C:1]([CH3:2])([CH3:3])([CH3:4])[O:5][C:6](=[O:7])[N:8]1[CH:9]([CH2:14][N:16]2[CH2:17][CH2:18][N:19]([c:22]3[cH:23][c:24](-[c:28]4[n:29][c:30]5[c:31]([n:32]4[CH3:33])[cH:34][cH:35][cH:36][cH:37]5)[cH:25][cH:26][cH:27]3)[CH2:20][CH2:21]2)[CH2:10][O:11][CH2:12][CH2:13]1. The reactants are OCC1=C2C(=CC(NC2=CC=C1C1=C(C=C(C=C1)OCOC)OC)(C)C)C (5-Hydroxymethyl-6-(2-methoxy-4-methoxymethoxyphenyl)-2,2,4-trimethyl-1,2-dihydroquinoline), CC1=C(C(=O)O)C=CC=C1 (2-methylbenzoic acid), C(CCC)P(CCCC)CCCC (tri-n-butylphosphine), N(=NC(=O)N1CCCCC1)C(=O)N1CCCCC1 (1,1′-(azodicarbonyl)dipiperidine). Solvent: C1=CC=CC=C1 (benzene), CCCCCC (Hexane). Run at time 8 hour. The product is COC1=C(C=CC(=C1)OCOC)C=1C(=C2C(=CC(NC2=CC1)(C)C)C)COC(C1=CC=C(C=C1)C)=O (6-(2-Methoxy-4-methoxymethoxyphenyl)-5-(4-methylbenzoyloxymethyl)-2,2,4-trimethyl-1,2-dihydroquinoline). Isolated yield 73.2%. Reaction SMILES: [OH:1][CH2:2][C:3]1[C:12]([C:13]2[CH:18]=[CH:17][C:16]([O:19][CH2:20][O:21][CH3:22])=[CH:15][C:14]=2[O:23][CH3:24])=[CH:11][CH:10]=[C:9]2[C:4]=1[C:5]([CH3:27])=[CH:6][C:7]([CH3:26])([CH3:25])[NH:8]2.C[C:29]1[CH:37]=[CH:36][CH:35]=[CH:34][C:30]=1[C:31]([OH:33])=O.[CH2:38](P(CCCC)CCCC)CCC.N(C(N1CCCCC1)=O)=NC(N1CCCCC1)=O>C1C=CC=CC=1.CCCCCC>[CH3:24][O:23][C:14]1[CH:15]=[C:16]([O:19][CH2:20][O:21][CH3:22])[CH:17]=[CH:18][C:13]=1[C:12]1[C:3]([CH2:2][O:1][C:31](=[O:33])[C:30]2[CH:29]=[CH:37][C:36]([CH3:38])=[CH:35][CH:34]=2)=[C:4]2[C:9](=[CH:10][CH:11]=1)[NH:8][C:7]([CH3:26])([CH3:25])[CH:6]=[C:5]2[CH3:27]. Reported procedure: 5-Hydroxymethyl-6-(2-methoxy-4-methoxymethoxyphenyl)-2,2,4-trimethyl-1,2-dihydroquinoline (Reference Compound No. 1, 1.00 g, 2.71 mmol), 2-methylbenzoic acid (739 mg, 5.43 mmol), tri-n-butylphosphine (1.35 mL, 5.40 mmol), and 1,1′-(azodicarbonyl)dipiperidine (1.37 g, 5.43 mmol) were dissolved in anhydrous benzene (30 mL), and then the mixture was stirred under argon atmosphere at room temperature overnight. Hexane (30 mL) was added to the reaction mixture, and then the unsoluble materials were f... RXN SMILES: [NH2:1][C@@H:2]([CH2:7][C:8]1[CH:13]=[CH:12][C:11]([O:14][CH3:15])=[CH:10][CH:9]=1)[C:3]([O:5][CH3:6])=[O:4].O.Cl[C:18]([O:20][C:21]1[CH:26]=[CH:25][C:24]([N+:27]([O-:29])=[O:28])=[CH:23][CH:22]=1)=[O:19].C(N(C(C)C)CC)(C)C>ClCCl>[CH3:15][O:14][C:11]1[CH:10]=[CH:9][C:8]([CH2:7][C@H:2]([NH:1][C:18]([O:20][C:21]2[CH:22]=[CH:23][C:24]([N+:27]([O-:29])=[O:28])=[CH:25][CH:26]=2)=[O:19])[C:3]([O:5][CH3:6])=[O:4])=[CH:13][CH:12]=1. Procedure details: 1 g (4.8 mmol) of methyl(S)-2-amino-3-(4-methoxyphenyl)propionate (cf. preparation 2-1) is diluted in 30 mL of dichloromethane. The solution is cooled in a bath of cold water, and 1.4 g (7.2 mmol) of 4-nitrophenyl chloroformate and 1.2 mL (7.2 mmol) of diisopropylethylamine are then added. After warming to room temperature, the reaction medium is stirred for 2 hours. The solution is poured into water and then extracted with dichloromethane. The organic phase is dried and then evaporated. The cru... Solvent: ClCCl (dichloromethane). Starting materials: O (water), ClC(=O)OC1=CC=C(C=C1)[N+](=O)[O-] (4-nitrophenyl chloroformate), C(C)(C)N(CC)C(C)C (diisopropylethylamine), O (water), N[C@H](C(=O)OC)CC1=CC=C(C=C1)OC (methyl(S)-2-amino-3-(4-methoxyphenyl)propionate). The product is COC1=CC=C(C=C1)C[C@@H](C(=O)OC)NC(=O)OC1=CC=C(C=C1)[N+](=O)[O-] (Methyl(S)-3-(4-methoxyphenyl)-2-(4-nitrophenoxycarbonylamino)propionate). Conditions: time 2 hour.